From a dataset of the Open Reaction Database (ORD), a public repository of structured organic reaction records. describe an organic reaction: reactants, conditions, products, and yield The reactants are CC(C)(C)C(=O)Oc2ccc1c(O[Si](C)(C)C(C)(C)C)cccc1c2 (substrate), O=C=O (effective_coupling_partner). The reagents and catalysts are dppf. Run at temperature 80 celsius, time 48 hour. Product: CC(C)(C)[Si](C)(C)Oc1cccc2cc(C(=O)O)ccc12. Yields the product N.CO.CCOC(=O)C (NH3 MeOH EtOAc), title compound. Reaction conditions: temperature 20 celsius, time 8 hour. Reported procedure: Compound 15 was prepared using the procedures of Steps 1-2 of Example 5, substituting 5-bromo-2-fluoronitrobenzene for 2,5-dichloronitrobenzene in Step 1. Step 3: A suspension of 15 (6.2 g, 10 mmol) in EtOH (20 ml) was treated with SnCl2 (9.5 g, 50 mmol), heated to reflux for 3 h, and then stirred overnight at 20° C. The reaction mixture was poured on saturated aqueous NaHCO3, extracted with CH2Cl2, dried over Na2SO4, and concentrated. Chromatography (5% 1 N NH3-MeOH/EtOAc) provided the title co... Reactants: 15, CCO (EtOH), Cl[Sn]Cl (SnCl2), ClC1=C(C=C(C=C1)Cl)[N+](=O)[O-] (2,5-dichloronitrobenzene), C(=O)(O)[O-].[Na+] (NaHCO3). The yield is 52.0%. RXN SMILES: Cl[C:2]1[CH:7]=CC(Cl)=CC=1[N+:9]([O-])=O.Cl[Sn]Cl.[C:15]([O-])(O)=[O:16].[Na+].[CH3:20][CH2:21][OH:22]>>[NH3:9].[CH3:15][OH:16].[CH3:20][CH2:21][O:22][C:2]([CH3:7])=[O:16] |f:2.3,5.6.7|. Reactants: BrCc1ccccc1, O=C([O-])[O-], CCO, [K+], [K+], OCCc1ccc(O)cc1. Product: OCCc1ccc(OCc2ccccc2)cc1. As a reaction SMILES: [Br:17][CH2:18][c:19]1[cH:20][cH:21][cH:22][cH:23][cH:24]1.[C:11](=[O:12])([O-:13])[O-:14].[CH3:25][CH2:26][OH:27].[K+:15].[K+:16].[OH:1][CH2:2][CH2:3][c:4]1[cH:5][cH:6][c:7]([OH:10])[cH:8][cH:9]1>>[OH:1][CH2:2][CH2:3][c:4]1[cH:5][cH:6][c:7]([O:10][CH2:18][c:19]2[cH:20][cH:21][cH:22][cH:23][cH:24]2)[cH:8][cH:9]1. Reactants: O=C([O-])[O-], CC(=O)O, CS(C)=O, CNc1nccc(-c2cccnc2Cl)n1, [Cs+], [Cs+], O, Cc1ccc2c(=O)[nH]ccc2c1O. Product: CNc1nccc(-c2cccnc2Oc2c(C)ccc3c(=O)[nH]ccc23)n1. Reaction SMILES: [C:33](=[O:34])([O-:35])[O-:36].[C:40]([OH:41])(=[O:42])[CH3:43].[CH3:1][S:2]([CH3:3])=[O:4].[Cl:18][c:19]1[n:20][cH:21][cH:22][cH:23][c:24]1-[c:25]1[n:26][c:27]([NH:31][CH3:32])[n:28][cH:29][cH:30]1.[Cs+:37].[Cs+:38].[OH2:39].[OH:5][c:6]1[c:7]2[cH:8][cH:9][nH:10][c:11](=[O:17])[c:12]2[cH:13][cH:14][c:15]1[CH3:16]>>[O:5]([c:6]1[c:7]2[cH:8][cH:9][nH:10][c:11](=[O:17])[c:12]2[cH:13][cH:14][c:15]1[CH3:16])[c:19]1[n:20][cH:21][cH:22][cH:23][c:24]1-[c:25]1[n:26][c:27]([NH:31][CH3:32])[n:28][cH:29][cH:30]1.